This data is from the Open Reaction Database (ORD), a public repository of structured organic reaction records. The task is: describe an organic reaction: reactants, conditions, products, and yield Reactants: ClC=1C=C(C2=C(C(OC(=N2)C2=CC(=NN2C2=NC=CC=C2Cl)C(F)(F)F)=O)C1)C (6-chloro-2-[1-(3-chloro-2-pyridinyl)-3-trifluoromethyl-1H-pyrazol-5-yl]-8-methyl-4H-3,1-benzoxazine-4-one), O.NN (hydrazine monohydrate), O1CCCC1 (tetrahydrofuran), O (water). Yield: 21.2%. Solvent: C(C)(=O)OCC (ethyl acetate). Yields the product ClC1=CC(=C(C(=C1)C)NC(=O)C1=CC(=NN1C1=NC=CC=C1Cl)C(F)(F)F)C(=O)NN (N-[4-chloro-2-(hydrazinocarbonyl)-6-methylphenyl]-1-(3-chloro-2-pyridinyl)-3-trifluoromethyl-1H-pyrazole-5-carboxamide). Run at time 2 hour. Procedure details: A mixture of 0.44 g of 6-chloro-2-[1-(3-chloro-2-pyridinyl)-3-trifluoromethyl-1H-pyrazol-5-yl]-8-methyl-4H-3,1-benzoxazine-4-one, 0.05 g of hydrazine monohydrate and 10 ml of tetrahydrofuran was stirred at room temperature for 2 hours. After the reaction mixture was mixed with water and ethyl acetate, layers were separated. The organic layer was washed with water, dried over sodium sulfate, and concentrated under reduced pressure. The resulting residue was subjected to silica gel column chromato... Reaction SMILES: [Cl:1][C:2]1[CH:3]=[C:4]([CH3:29])[C:5]2[N:10]=[C:9]([C:11]3[N:15]([C:16]4[C:21]([Cl:22])=[CH:20][CH:19]=[CH:18][N:17]=4)[N:14]=[C:13]([C:23]([F:26])([F:25])[F:24])[CH:12]=3)[O:8][C:7](=[O:27])[C:6]=2[CH:28]=1.O.[NH2:31][NH2:32].O1CCCC1.O>C(OCC)(=O)C>[Cl:1][C:2]1[CH:3]=[C:4]([CH3:29])[C:5]([NH:10][C:9]([C:11]2[N:15]([C:16]3[C:21]([Cl:22])=[CH:20][CH:19]=[CH:18][N:17]=3)[N:14]=[C:13]([C:23]([F:26])([F:25])[F:24])[CH:12]=2)=[O:8])=[C:6]([C:7]([NH:31][NH2:32])=[O:27])[CH:28]=1 |f:1.2|. The reactants are FC1=CC=C(C=C1)C(C(=O)OCC)C(C1=CC=NC=C1)=O (Ethyl 2-(4-fluorophenyl)-3-oxo-3-(4-pyridyl)-propionate), C1(=CC=CC=C1)CCCCC(=N)N (4-phenylbutanecarboxamidine), C1(=CC=C(C=C1)S(=O)(=O)[O-])C.[NH+]1=CC=CC=C1 (pyridinium p-toluenesulfonate). The solvent is CC=1C=CC(=CC1)C (p-xylene). Reaction conditions: time 16 hour. The product is FC1=CC=C(C=C1)C=1C(NC(=NC1C1=CC=NC=C1)CCCCC1=CC=CC=C1)=O (5-(4-Fluorophenyl)-2-(4-phenylbutyl)-6-(4-pyridyl)-4(3H)-pyrimidinone). RXN SMILES: [F:1][C:2]1[CH:7]=[CH:6][C:5]([CH:8]([C:14](=O)[C:15]2[CH:20]=[CH:19][N:18]=[CH:17][CH:16]=2)[C:9]([O:11]CC)=O)=[CH:4][CH:3]=1.[C:22]1([CH2:28][CH2:29][CH2:30][CH2:31][C:32]([NH2:34])=[NH:33])[CH:27]=[CH:26][CH:25]=[CH:24][CH:23]=1.C1(C)C=CC(S([O-])(=O)=O)=CC=1.[NH+]1C=CC=CC=1>CC1C=CC(C)=CC=1>[F:1][C:2]1[CH:3]=[CH:4][C:5]([C:8]2[C:9](=[O:11])[NH:34][C:32]([CH2:31][CH2:30][CH2:29][CH2:28][C:22]3[CH:23]=[CH:24][CH:25]=[CH:26][CH:27]=3)=[N:33][C:14]=2[C:15]2[CH:16]=[CH:17][N:18]=[CH:19][CH:20]=2)=[CH:6][CH:7]=1 |f:2.3|. Reported procedure: Ethyl 2-(4-fluorophenyl)-3-oxo-3-(4-pyridyl)-propionate (293 mg, 1.02 mmol), 4-phenylbutanecarboxamidine (315 mg, 1.79 mmol) and pyridinium p-toluenesulfonate (10 mg) were suspended in p-xylene (10 ml). With efficient stirring, the mixture was heated to reflux using a Dean-Stark apparatus with continuous removal of water. After 16 h, the solvent was evaporated and the product purified by column chromatography on silica gel (3% methanol/dichloromethane) followed by recrystallization from acetone.... Starting materials: CC1=CC(=NC=C1OC1=CC(=NC=C1)C=1C=NN(C1)C)N (4-methyl-5-((2-(1-methyl-1H-pyrazol-4-yl)pyridin-4-yl)oxy)pyridin-2-amine), C(C)(C)(C)ON=O (t-butylnitrite), BrCBr (dibromomethane). The reagents and catalysts are [Br-].C(CCC)[N+](CCCC)(CCCC)CCCC (tetrabutylammonium bromide). Run in CCOC(=O)C (EtOAc). Reaction conditions: time 4 hour. Product: BrC1=NC=C(C(=C1)C)OC1=CC(=NC=C1)C=1C=NN(C1)C (2-bromo-4-methyl-5-((2-(1-methyl-1H-pyrazol-4-yl)pyridin-4-yl)oxy)pyridine). Isolated yield 86.0%. As a reaction SMILES: [CH3:1][C:2]1[C:7]([O:8][C:9]2[CH:14]=[CH:13][N:12]=[C:11]([C:15]3[CH:16]=[N:17][N:18]([CH3:20])[CH:19]=3)[CH:10]=2)=[CH:6][N:5]=[C:4](N)[CH:3]=1.C(ON=O)(C)(C)C.[Br:29]CBr>[Br-].C([N+](CCCC)(CCCC)CCCC)CCC.CCOC(C)=O>[Br:29][C:4]1[CH:3]=[C:2]([CH3:1])[C:7]([O:8][C:9]2[CH:14]=[CH:13][N:12]=[C:11]([C:15]3[CH:16]=[N:17][N:18]([CH3:20])[CH:19]=3)[CH:10]=2)=[CH:6][N:5]=1 |f:3.4|. Reported procedure: A solution of Example A2 (0.2 g, 0.71 mmol) in dibromomethane (5 mL) was treated with tetrabutylammonium bromide (0.92 g, 2.84 mmol) and t-butylnitrite (0.7 g, 7.11 mmol) and stirred at RT for 4 h. The mixture was diluted with EtOAc, washed successively with satd. NaHCO3, water, and brine, dried over Na2SO4 and concentrated to dryness to afford 2-bromo-4-methyl-5-((2-(1-methyl-1H-pyrazol-4-yl)pyridin-4-yl)oxy)pyridine as off-white solid (0.21 g, 86%). MS (ESI) m/z: 345.1 (M+H+). Starting materials: C(C)(C)(C)OC(N[C@@H]1C(N(C(C1)=O)[C@@H]1[C@@H](C[C@@H](CC1)N(C)C(C)C)CS(=O)(=O)C1=CC=CC=C1)=O)=O ({(3S)-1-[(1S,2R,4R)-2-benzenesulfonylmethyl-4-(isopropyl-methyl-amino)-cyclohexyl]-2,5-dioxo-pyrrolidin-3-yl}-carbamic acid tert-butyl ester), C(=O)(C(F)(F)F)O (TFA). The solvent is C(Cl)Cl (methylene chloride), C(Cl)Cl (methylene chloride). Conditions: time 8 hour. Product: N[C@@H]1C(N(C(C1)=O)[C@@H]1[C@@H](C[C@@H](CC1)N(C)C(C)C)CS(=O)(=O)C1=CC=CC=C1)=O ((3S)-3-Amino-1-[(1S,2R,4R)-2-benzenesulfonylmethyl-4-(isopropyl-methyl-amino)-cyclohexyl]-pyrrolidine-2,5-dione). The yield is 123.7%. As a reaction SMILES: C(OC(=O)[NH:7][C@H:8]1[CH2:12][C:11](=[O:13])[N:10]([C@H:14]2[CH2:19][CH2:18][C@@H:17]([N:20]([CH:22]([CH3:24])[CH3:23])[CH3:21])[CH2:16][C@H:15]2[CH2:25][S:26]([C:29]2[CH:34]=[CH:33][CH:32]=[CH:31][CH:30]=2)(=[O:28])=[O:27])[C:9]1=[O:35])(C)(C)C.C(O)(C(F)(F)F)=O>C(Cl)Cl>[NH2:7][C@H:8]1[CH2:12][C:11](=[O:13])[N:10]([C@H:14]2[CH2:19][CH2:18][C@@H:17]([N:20]([CH:22]([CH3:23])[CH3:24])[CH3:21])[CH2:16][C@H:15]2[CH2:25][S:26]([C:29]2[CH:30]=[CH:31][CH:32]=[CH:33][CH:34]=2)(=[O:28])=[O:27])[C:9]1=[O:35]. Reported procedure: {(3S)-1-[(1S,2R,4R)-2-benzenesulfonylmethyl-4-(isopropyl-methyl-amino)-cyclohexyl]-2,5-dioxo-pyrrolidin-3-yl}-carbamic acid tert-butyl ester (60 mg), TFA (1 mL), and methylene chloride (3 mL) were mixed and stirred overnight at rt. The mixture was stripped and restripped from methylene chloride (3×) to yield 60 mg of an oil. LCMS detects (M+H)+=374. Starting materials: ClC1=C2C=CC(=NC2=NC=C1)C(F)(F)F (5-Chloro-2-trifluoromethyl[1,8]naphthyridine), FC1=C(C=C(C=C1)B(O)O)C1=CC=NC=C1 (4-fluoro-3-(pyridin-4-yl)benzeneboronic acid). Yields the product FC1=C(C=C(C=C1)C1=C2C=CC(=NC2=NC=C1)C(F)(F)F)C1=CC=NC=C1 (5-(4-fluoro-3-pyridin-4-ylphenyl)-2-trifluoromethyl[1,8]naphthyridine). The yield is 55.4%. Reaction SMILES: Cl[C:2]1[CH:11]=[CH:10][N:9]=[C:8]2[C:3]=1[CH:4]=[CH:5][C:6]([C:12]([F:15])([F:14])[F:13])=[N:7]2.[F:16][C:17]1[CH:22]=[CH:21][C:20](B(O)O)=[CH:19][C:18]=1[C:26]1[CH:31]=[CH:30][N:29]=[CH:28][CH:27]=1>>[F:16][C:17]1[CH:22]=[CH:21][C:20]([C:2]2[CH:11]=[CH:10][N:9]=[C:8]3[C:3]=2[CH:4]=[CH:5][C:6]([C:12]([F:15])([F:14])[F:13])=[N:7]3)=[CH:19][C:18]=1[C:26]1[CH:27]=[CH:28][N:29]=[CH:30][CH:31]=1. Procedure details: 5-Chloro-2-trifluoromethyl[1,8]naphthyridine (100 mg, 0.43 mmol) was coupled to 4-fluoro-3-(pyridin-4-yl)benzeneboronic acid (121 mg, 0.56 mmol) as described in Example 3 part g), affording 5-(4-fluoro-3-pyridin-4-ylphenyl)-2-trifluoromethyl[1,8]naphthyridine (88 mg, 55%). δH (360 MHz, CDCl3) 7.41-7.47 (1H, m), 7.52-7.63 (5H, m), 7.85 (1H, d, J 8.8), 8.52 (1H, d, J 8.4), 8.73-8.74 (2H, m), 9.30 (1H, d, J 4.2). m/z (ES+) 370 [MH]+.